Dataset: the Open Reaction Database (ORD), a public repository of structured organic reaction records. Task: describe an organic reaction: reactants, conditions, products, and yield Procedure details: To a solution of 3-amino-6-chloro-2-(3-methoxybenzoyl)indole (Example 18, 413 mg, 1.37 mmol) in dichloromethane (20 ml) was added pyridine (0.33 ml, 4.12 mmol) and acetyl chloride (0.14 ml, 2.06 mmol). After stirring for 0.5 h, water (1 ml) and diethyl ether (100 ml) were added, and the mixture washed consecutively with 1N aqueous HCl (50 ml×2) and saturated aqueous sodium bicarbonate (50 ml×2). The organic layer was dried (MgSO4) and solvent removed. The resultant residue was purified by flash ... Reaction conditions: time 0.5 hour. Yields the product C(C)(=O)NC1=C(NC2=CC(=CC=C12)Cl)C(C1=CC(=CC=C1)OC)=O (3-Acetylamino-6-chloro-2-(3-methoxybenzoyl)indole). The solvent is C(C)OCC (diethyl ether), ClCCl (dichloromethane). Reaction SMILES: [NH2:1][C:2]1[C:10]2[C:5](=[CH:6][C:7]([Cl:11])=[CH:8][CH:9]=2)[NH:4][C:3]=1[C:12](=[O:21])[C:13]1[CH:18]=[CH:17][CH:16]=[C:15]([O:19][CH3:20])[CH:14]=1.N1C=CC=CC=1.[C:28](Cl)(=[O:30])[CH3:29].O>ClCCl.C(OCC)C>[C:28]([NH:1][C:2]1[C:10]2[C:5](=[CH:6][C:7]([Cl:11])=[CH:8][CH:9]=2)[NH:4][C:3]=1[C:12](=[O:21])[C:13]1[CH:18]=[CH:17][CH:16]=[C:15]([O:19][CH3:20])[CH:14]=1)(=[O:30])[CH3:29]. Starting materials: O (water), NC1=C(NC2=CC(=CC=C12)Cl)C(C1=CC(=CC=C1)OC)=O (3-amino-6-chloro-2-(3-methoxybenzoyl)indole), N1=CC=CC=C1 (pyridine), C(C)(=O)Cl (acetyl chloride). Starting materials: [CH-]1C=CC=C1.[CH-]1C=CC=C1.[Fe+2] (Ferrocene), [CH-]1C=CC=C1.[CH-]1C=CC=C1.[Fe+2] (ferrocene). Run in C(C)O (ethanol). The product is [C].[CH-]1C=CC=C1.[CH-]1C=CC=C1.[Fe+2] (Ferrocene Carbon). RXN SMILES: [CH-:1]1[CH:5]=[CH:4][CH:3]=[CH:2]1.[CH-:6]1[CH:10]=[CH:9][CH:8]=[CH:7]1.[Fe+2:11]>C(O)C>[C:1].[CH-:6]1[CH:10]=[CH:9][CH:8]=[CH:7]1.[CH-:1]1[CH:5]=[CH:4][CH:3]=[CH:2]1.[Fe+2:11] |f:0.1.2,4.5.6.7|. Reported procedure: Ferrocene was obtained from Sigma and a saturated ferrocene ethanolic solution was prepared therefrom by dissolving 20 mg ferrocene in 10 ml ethanol. Starting materials: O=C([O-])[O-], CO, [Cs+], [Cs+], O=C(O)c1cccnc1. Product: [Cs+], O=C([O-])c1cccnc1. RXN SMILES: [C:10](=[O:11])([O-:12])[O-:13].[CH3:16][OH:17].[Cs+:14].[Cs+:15].[OH:1][C:2](=[O:3])[c:4]1[cH:5][cH:6][cH:7][n:8][cH:9]1>>[Cs+:14].[O:1]=[C:2]([O-:3])[c:4]1[cH:5][cH:6][cH:7][n:8][cH:9]1. Starting materials: C(C)(C)(C)OC(=O)N[C@@H]1CC(CC1)(C(=O)OC)C(C)(C)O (methyl (3S)-3-[(tert-butoxycarbonyl)amino]-1-(1-hydroxy-1-methylethyl)cyclopentanecarboxylate), CO (methanol), O (water), O.[OH-].[Li+] (Lithium hydroxide monohydrate). Solvent: O1CCCC1 (tetrahydrofuran). Conditions: temperature 110 celsius. The product is C(C)(C)(C)OC(=O)N[C@@H]1CC(CC1)(C(=O)O)C(C)(C)O ((3S)-3-[(tert-Butoxycarbonyl)amino]-1-(1-hydroxy-1-methylethyl)cyclopentanecarboxylic acid). Yield: 49.6%. Reaction SMILES: [C:1]([O:5][C:6]([NH:8][C@H:9]1[CH2:13][CH2:12][C:11]([C:18]([OH:21])([CH3:20])[CH3:19])([C:14]([O:16]C)=[O:15])[CH2:10]1)=[O:7])([CH3:4])([CH3:3])[CH3:2].CO.O.O.[OH-].[Li+]>O1CCCC1>[C:1]([O:5][C:6]([NH:8][C@H:9]1[CH2:13][CH2:12][C:11]([C:18]([OH:21])([CH3:20])[CH3:19])([C:14]([OH:16])=[O:15])[CH2:10]1)=[O:7])([CH3:4])([CH3:2])[CH3:3] |f:3.4.5|. Procedure details: To a solution of methyl (3S)-3-[(tert-butoxycarbonyl)amino]-1-(1-hydroxy-1-methylethyl)cyclopentanecarboxylate (1.0 g, 3.3 mmol) in a mixture of tetrahydrofuran (30 mL), methanol (30 mL) and water (6 mL) was added Lithium hydroxide monohydrate (0.22 g, 5.3 mmol) and the mixture refluxed overnight (110° C.). The organic solvents were evaporated and the aqueous layer was washed with ether one time. The aqueous layer was then acidified with 6 N HCl to about pH 4 and extracted with methylene chlorid... Starting materials: N1C=NC(=C1)C(=O)O (4-imidazolecarboxylic acid), C(C)(C)N(CC)C(C)C (diisopropylethylamine), NC(C1=CC=CC=C1)C1=CC=CC=C1 (aminodiphenylmethane). Solvent: CN(C)C=O (DMF). Reaction conditions: temperature 35 celsius, time 2 day. Product: C1(=CC=CC=C1)C(NC(=O)C=1N=CNC1)C1=CC=CC=C1 (N-(Diphenylmethyl)-1H-imidazole-4-carboxamide). RXN SMILES: [NH:1]1[CH:5]=[C:4]([C:6]([OH:8])=O)[N:3]=[CH:2]1.C(N(C(C)C)CC)(C)C.[NH2:18][CH:19]([C:26]1[CH:31]=[CH:30][CH:29]=[CH:28][CH:27]=1)[C:20]1[CH:25]=[CH:24][CH:23]=[CH:22][CH:21]=1>CN(C=O)C>[C:26]1([CH:19]([C:20]2[CH:21]=[CH:22][CH:23]=[CH:24][CH:25]=2)[NH:18][C:6]([C:4]2[N:3]=[CH:2][NH:1][CH:5]=2)=[O:8])[CH:27]=[CH:28][CH:29]=[CH:30][CH:31]=1. Reported procedure: A mixture of 11.7 g of 4-imidazolecarboxylic acid, 18.7 g of 1,1'-carbonyldiidmidazole, 20 ml of diisopropylethylamine and 600 ml of DMF was heated at 35° C. for approximately 18 hours. Twenty milliters of aminodiphenylmethane were added and the solution stirred at 35° C. for approximately 21/2 days. The mixture was concentrated in vacuo and the residue added to 400 ml of water. The mixture was extracted with ethyl acetate and the organic layer was washed with a saturated sodium chloride solutio... Reactants: C(CC)N(CCC)N1CC2C=3C(=CC=CC13)CCC2 (di-n-propylamino-1,2,2a,3,4,5-hexahydrobenz[cd]indole), C[Mg]Br (methylmagnesium bromide), C(C)OCC (diethyl ether), Grignard reagent, [NH4+].[Cl-] (NH4Cl). Run in C1=CC=CC=C1 (benzene). Conditions: time 30 minute. Yields the product C(C)(=O)C1=C2C=3[C@H](CNC3C=C1)C[C@@H](C2)N(CCC)CCC ((2aR,4S)-6-acetyl-4-(di-n-propylamino)-1,2,2a,3,4,5-hexahydrobenz[cd]indole). As a reaction SMILES: C(N([N:8]1[C:16]2[CH:15]=[CH:14][CH:13]=[C:12]3[CH2:17][CH2:18][CH2:19][CH:10]([C:11]=23)[CH2:9]1)CCC)CC.C[Mg]Br.[NH4+:23].[Cl-].C([O:27][CH2:28][CH3:29])C>C1C=CC=CC=1>[C:28]([C:13]1[CH:14]=[CH:15][C:16]2[NH:8][CH2:9][C@@H:10]3[CH2:19][C@H:18]([N:23]([CH2:13][CH2:12][CH3:17])[CH2:9][CH2:10][CH3:11])[CH2:17][C:12]=1[C:11]=23)(=[O:27])[CH3:29] |f:2.3|. Reported procedure: A solution of 0.5 g (1.8 mmol) of 6-cyano-4-(di-n-propylamino-1,2,2a,3,4,5-hexahydrobenz[cd]indole prepared as in Part B hereof in 75 mL of benzene was treated with 5 mL of 2.0 M methylmagnesium bromide in diethyl ether. The reaction mixture was refluxed for 2 days. The reaction mixture was cooled and excess Grignard reagent was decomposed with addition of saturated aqueous NH4Cl solution. The benzene layer was separated as washed once with saturated aqueous NaCl solution. The organic solution w... The reactants are [Si]([O-])([O-])([O-])[O-].[Na+].[Na+].[Na+].[Na+] (sodium silicate), Na2O, SiO2, C(C(=C)C)(=O)OC (methyl methacrylate), C1(C=2C(C(=O)O1)=CC=CC2)=O (phthalic anhydride), C(C1=CC=CC=C1)(=O)OOC(C1=CC=CC=C1)=O (benzoyl peroxide). Yields the product [Si]([O-])([O-])([O-])[O-].[Na+].[Na+].[Na+].[Na+].C(C(=C)C)(=O)OC (sodium silicate methyl methacrylate). As a reaction SMILES: [Si:1]([O-:5])([O-:4])([O-:3])[O-:2].[Na+:6].[Na+].[Na+].[Na+].[C:10]([O:15][CH3:16])(=[O:14])[C:11]([CH3:13])=[CH2:12].C1(=O)OC(=O)C2=CC=CC=C12.C(OOC(=O)C1C=CC=CC=1)(=O)C1C=CC=CC=1>>[Si:1]([O-:5])([O-:4])([O-:3])[O-:2].[Na+:6].[Na+:6].[Na+:6].[Na+:6].[C:10]([O:15][CH3:16])(=[O:14])[C:11]([CH3:13])=[CH2:12] |f:0.1.2.3.4,8.9.10.11.12.13|. Procedure: About 50 parts by weight of an aqueous sodium silicate solution containing about 10% Na2O and 25% SiO2 by weight, 35 parts by weight of methyl methacrylate, 2 parts by weight of phthalic anhydride, and 0.5 parts by weight of benzoyl peroxide are thoroughly mixed thereby producing an emulsion. The mixture is reacted at ambient temperature and pressure for 1 to 24 hours thereby producing a poly(sodium silicate-methyl methacrylate) copolymer emulsion. The reactants are C([O-])([O-])=O.[Na+].[Na+] (sodium carbonate), ClCC(=O)N1C=2N(C(=C(C1)CC)C1=CC(=CC=C1)C(F)(F)F)N=CC2C#N (4-(chloroacetyl)4,5-dihydro-6-ethyl-7-[3-(trifluoromethyl)phenyl]pyrazolo[1,5-a]pyrimidine-3-carbonitrile), C(C1=CC=CC=C1)N1CCNCC1 (1-benzylpiperazine), [OH-].[Na+] (sodium hydroxide), Cl (hydrogen chloride). Run in C1(=CC=CC=C1)C (toluene), CCOCC (ether). The product is C(C)C=1CN(C=2N(C1C1=CC(=CC=C1)C(F)(F)F)N=CC2C#N)C(CN2CCN(CC2)CC2=CC=CC=C2)=O (4,5-Dihydro-6-ethyl-4[[4-(phenylmethyl)-1-piperazinyl]acetyl]7-[3-(trifluoromethyl)phenyl]pyrazolo[1,5-a]pyrimidine-3-carbonitrile). RXN SMILES: Cl[CH2:2][C:3]([N:5]1[CH2:10][C:9]([CH2:11][CH3:12])=[C:8]([C:13]2[CH:18]=[CH:17][CH:16]=[C:15]([C:19]([F:22])([F:21])[F:20])[CH:14]=2)[N:7]2[N:23]=[CH:24][C:25]([C:26]#[N:27])=[C:6]12)=[O:4].[CH2:28]([N:35]1[CH2:40][CH2:39][NH:38][CH2:37][CH2:36]1)[C:29]1[CH:34]=[CH:33][CH:32]=[CH:31][CH:30]=1.C(=O)([O-])[O-].[Na+].[Na+].[OH-].[Na+].Cl>C1(C)C=CC=CC=1.CCOCC>[CH2:11]([C:9]1[CH2:10][N:5]([C:3](=[O:4])[CH2:2][N:38]2[CH2:39][CH2:40][N:35]([CH2:28][C:29]3[CH:30]=[CH:31][CH:32]=[CH:33][CH:34]=3)[CH2:36][CH2:37]2)[C:6]2[N:7]([N:23]=[CH:24][C:25]=2[C:26]#[N:27])[C:8]=1[C:13]1[CH:18]=[CH:17][CH:16]=[C:15]([C:19]([F:21])([F:20])[F:22])[CH:14]=1)[CH3:12] |f:2.3.4,5.6|. Procedure details: A mixture of 3.3 g of 4-(chloroacetyl)4,5-dihydro-6-ethyl-7-[3-(trifluoromethyl)phenyl]pyrazolo[1,5-a]pyrimidine-3-carbonitrile, 1.6 ml of 1-benzylpiperazine and 1 g. of sodium carbonate in 110 ml of toluene was stirred and refluxed for 18 hours. The mixture was treated with 10 ml of 5N sodium hydroxide and the organic phase was separated, dried over sodium sulfate and evaporated to give a dark oil. This was dissolved in ether and combined with ethanolic hydrogen chloride to give a white solid a...